Dataset: the Open Reaction Database (ORD), a public repository of structured organic reaction records. Task: describe an organic reaction: reactants, conditions, products, and yield The reactants are CO, CS(=O)(=O)O, CCO, COc1cc2nccc(Oc3ccc(NC(=O)Nc4cc(C)on4)c(Cl)c3)c2cc1OC. Product: CS(=O)(=O)O, COc1cc2nccc(Oc3ccc(NC(=O)Nc4cc(C)on4)c(Cl)c3)c2cc1OC. As a reaction SMILES: [CH3:33][OH:34].[CH3:35][S:36]([OH:37])(=[O:38])=[O:39].[CH3:40][CH2:41][OH:42].[Cl:1][c:2]1[c:3]([NH:23][C:24](=[O:25])[NH:26][c:27]2[n:28][o:29][c:30]([CH3:32])[cH:31]2)[cH:4][cH:5][c:6]([O:8][c:9]2[cH:10][cH:11][n:12][c:13]3[cH:14][c:15]([O:21][CH3:22])[c:16]([O:19][CH3:20])[cH:17][c:18]23)[cH:7]1>>[CH3:35][S:36](=[O:37])(=[O:38])[OH:39].[Cl:1][c:2]1[c:3]([NH:23][C:24](=[O:25])[NH:26][c:27]2[n:28][o:29][c:30]([CH3:32])[cH:31]2)[cH:4][cH:5][c:6]([O:8][c:9]2[cH:10][cH:11][n:12][c:13]3[cH:14][c:15]([O:21][CH3:22])[c:16]([O:19][CH3:20])[cH:17][c:18]23)[cH:7]1. Reactants: CN(C(=O)Cl)C (dimethylcarbamoyl chloride), N1=CC(=CC=C1)C=NN1C(NN=C1)=O (4-(pyridin-3-yl-methyleneamino)-1,2,4-triazol-3-one). Run in N1=CC=CC=C1 (pyridine). Conditions: time 14 hour. Yields the product CN(C(=O)N1N=CN(C1=O)N=CC=1C=NC=CC1)C (4-(Pyridin-3-ylmethyleneamino)-1,2,4triazol-3-one-2-carboxylic acid dimethylamide). RXN SMILES: [CH3:1][N:2]([CH3:6])[C:3](Cl)=[O:4].[N:7]1[CH:12]=[CH:11][CH:10]=[C:9]([CH:13]=[N:14][N:15]2[CH:19]=[N:18][NH:17][C:16]2=[O:20])[CH:8]=1>N1C=CC=CC=1>[CH3:1][N:2]([CH3:6])[C:3]([N:17]1[C:16](=[O:20])[N:15]([N:14]=[CH:13][C:9]2[CH:8]=[N:7][CH:12]=[CH:11][CH:10]=2)[CH:19]=[N:18]1)=[O:4]. Reported procedure: 3.2 g of dimethylcarbamoyl chloride are added to a suspension of 3.8 g of 4-(pyridin-3-yl-methyleneamino)-1,2,4-triazol-3-one in 50 ml of pyridine. The resulting solution is stirred for 14 hours at 20° and then concentrated by evaporation. Water is added to the residue. The crystals that have precipitated are filtered off with suction and dried under a high vacuum. 3.6 g of crystals of the title compound having a melting point of 181-182° are obtained. Starting materials: C(C)(C)(C)C(=O)CN1C(C(CN(C2=C1C=CC=C2)C(C(C)(C)C)=O)NC(=O)OC(C)(C)C)=O (1-tert-Butylcarbonylmethyl-2-oxo-3-tert-butoxycarbonylamino-5-pivaloyl-1,3,4,5-tetrahydro-2H-1,5-benzodiazepine), Cl.O1CCOCC1 (HCl dioxane). Run in C(Cl)(Cl)Cl (chloroform). Run at temperature 50 celsius, time 1 hour. Yields the product C(C)(C)(C)C(=O)CN1C(C(CN(C2=C1C=CC=C2)C(C(C)(C)C)=O)N)=O (1-tert-butylcarbonylmethyl-2-oxo-3-amino-5-pivaloyl-1,3,4,5-tetrahydro-2H-1,5-benzodiazepine). Isolated yield 92.1%. RXN SMILES: [C:1]([C:5]([CH2:7][N:8]1[C:14]2[CH:15]=[CH:16][CH:17]=[CH:18][C:13]=2[N:12]([C:19](=[O:24])[C:20]([CH3:23])([CH3:22])[CH3:21])[CH2:11][CH:10]([NH:25]C(OC(C)(C)C)=O)[C:9]1=[O:33])=[O:6])([CH3:4])([CH3:3])[CH3:2].Cl.O1CCOCC1>C(Cl)(Cl)Cl>[C:1]([C:5]([CH2:7][N:8]1[C:14]2[CH:15]=[CH:16][CH:17]=[CH:18][C:13]=2[N:12]([C:19](=[O:24])[C:20]([CH3:23])([CH3:22])[CH3:21])[CH2:11][CH:10]([NH2:25])[C:9]1=[O:33])=[O:6])([CH3:4])([CH3:2])[CH3:3] |f:1.2|. Procedure details: 1-tert-Butylcarbonylmethyl-2-oxo-3-tert-butoxycarbonylamino-5-pivaloyl-1,3,4,5-tetrahydro-2H-1,5-benzodiazepine (1 g) was dissolved in chloroform (10 ml), 4N HCl-dioxane (5 ml) was added to the solution, and the mixture was stirred at 50° C. for one hour. After the reaction mixture was allowed to cool, crystals so precipitated were collected by filtration. The crystals were neutralized with saturated aqueous sodium bicarbonate, and extracted with methylene chloride, dried over anhydrous sodium s... Starting materials: C(C)(C)(C)C1=C(N=CO1)C=C(C(=O)O)O (3-(5-tert-Butyloxazol-4-yl)-2-hydroxyacrylic acid), CC(=O)C (acetone). The reagents and catalysts are O=[Mn]=O (MnO2). Conditions: time 8 hour. Yields the product C(C)(C)(C)C1=C(N=CO1)C=O (5-(tert-butyl)oxazole-4-carboxaldehyde). Reaction SMILES: [C:1]([C:5]1[O:9][CH:8]=[N:7][C:6]=1[CH:10]=C(O)C(O)=O)([CH3:4])([CH3:3])[CH3:2].CC(C)=[O:18]>O=[Mn]=O>[C:1]([C:5]1[O:9][CH:8]=[N:7][C:6]=1[CH:10]=[O:18])([CH3:2])([CH3:3])[CH3:4]. Procedure: To a solution of oxazole alcohol 3 (9.9 g, 64 mmol) in acetone (200 mL, Aldrich, Cat. No. 179124) was added MnO2 (27.7 g, 319 mmol, 5 equiv., Wako Pure Chemical, Osaka, Japan, Cat. No. 138-09675), and the mixture was stirred at room temperature overnight. After celite filtration to remove MnO2, the solvent was removed by evaporation, and the residual pale brown oil was dissolved in CHCl3 and applied to silica-gel column chromatography (prepared with CHCl3), then eluted with CHCl3:MeOH (100:1 to ... Starting materials: CNOC, CN1CCOCC1, CCN=C=NCCCN(C)C, CN(C)c1ccncc1, O=C(O)c1c(-c2ccccc2)noc1C1CC1, ClCCl, Cl, Cl, CN(C)C=O. Yields the product CON(C)C(=O)c1c(-c2ccccc2)noc1C1CC1. Reaction SMILES: [CH3:19][NH:20][O:21][CH3:22].[CH3:23][N:24]1[CH2:25][CH2:26][O:27][CH2:28][CH2:29]1.[CH3:30][N:31]([CH3:32])[CH2:33][CH2:34][CH2:35][N:36]=[C:37]=[N:38][CH2:39][CH3:40].[CH3:42][N:43]([CH3:44])[c:45]1[cH:46][cH:47][n:48][cH:49][cH:50]1.[CH:1]1([c:4]2[c:5]([C:15](=[O:16])[OH:17])[c:6](-[c:9]3[cH:10][cH:11][cH:12][cH:13][cH:14]3)[n:7][o:8]2)[CH2:2][CH2:3]1.[Cl:51][CH2:52][Cl:53].[ClH:18].[ClH:41].[O:54]=[CH:55][N:56]([CH3:57])[CH3:58]>>[CH:1]1([c:4]2[c:5]([C:15](=[O:17])[N:20]([CH3:19])[O:21][CH3:22])[c:6](-[c:9]3[cH:10][cH:11][cH:12][cH:13][cH:14]3)[n:7][o:8]2)[CH2:2][CH2:3]1. Starting materials: CCOC(=O)Cc1cncc(-c2ccc(C(F)(F)F)cc2CN(CC)C(=O)OC(C)(C)C)c1, C1COCCO1, CCOC(C)=O, Cl. Product: CCNCc1cc(C(F)(F)F)ccc1-c1cncc(CC(=O)OCC)c1. RXN SMILES: [CH2:1]([CH3:2])[O:3][C:4]([CH2:5][c:6]1[cH:7][n:8][cH:9][c:10](-[c:12]2[c:13]([CH2:22][N:23]([CH2:24][CH3:25])[C:26]([O:27][C:28]([CH3:29])([CH3:30])[CH3:31])=[O:32])[cH:14][c:15]([C:18]([F:19])([F:20])[F:21])[cH:16][cH:17]2)[cH:11]1)=[O:33].[CH2:41]1[O:42][CH2:43][CH2:44][O:45][CH2:46]1.[CH3:35][CH2:36][O:37][C:38]([CH3:39])=[O:40].[ClH:34]>>[CH2:1]([CH3:2])[O:3][C:4]([CH2:5][c:6]1[cH:7][n:8][cH:9][c:10](-[c:12]2[c:13]([CH2:22][NH:23][CH2:24][CH3:25])[cH:14][c:15]([C:18]([F:19])([F:20])[F:21])[cH:16][cH:17]2)[cH:11]1)=[O:33]. Starting materials: C1(=CC=CC=C1)C=1N=C(NC1C1=CC=CC=C1)SC(C(F)F)(F)F (4,5-diphenyl-2-(1,1,2,2-tetrafluoroethylthio)imidazole), CC(C)([O-])C.[K+] (potassium t-butoxide), C1(=CC=CC=C1)S(=O)(=O)Cl (benzenesulfonyl chloride). The solvent is C(OC)COC (glyme), C(OC)COC (glyme). Reaction conditions: time 5 minute. Yields the product C1(=CC=CC=C1)S(=O)(=O)N1C(=NC(=C1C1=CC=CC=C1)C1=CC=CC=C1)SC(C(F)F)(F)F (1-Benzenesulfonyl-4,5-diphenyl-2-(1,1,2,2-tetrafluoroethylthio)imidazole). The yield is 125.9%. RXN SMILES: [C:1]1([C:7]2[N:8]=[C:9]([S:18][C:19]([F:24])([F:23])[CH:20]([F:22])[F:21])[NH:10][C:11]=2[C:12]2[CH:17]=[CH:16][CH:15]=[CH:14][CH:13]=2)[CH:6]=[CH:5][CH:4]=[CH:3][CH:2]=1.CC(C)([O-])C.[K+].[C:31]1([S:37](Cl)(=[O:39])=[O:38])[CH:36]=[CH:35][CH:34]=[CH:33][CH:32]=1>C(COC)OC>[C:31]1([S:37]([N:10]2[C:11]([C:12]3[CH:17]=[CH:16][CH:15]=[CH:14][CH:13]=3)=[C:7]([C:1]3[CH:2]=[CH:3][CH:4]=[CH:5][CH:6]=3)[N:8]=[C:9]2[S:18][C:19]([F:23])([F:24])[CH:20]([F:22])[F:21])(=[O:39])=[O:38])[CH:36]=[CH:35][CH:34]=[CH:33][CH:32]=1 |f:1.2|. Procedure: To a stirred solution of 7.0 g (0.02 mole) of 4,5-diphenyl-2-(1,1,2,2-tetrafluoroethylthio)imidazole in 50 ml glyme at 0° was added 3.4 g (0.03 mole) of potassium t-butoxide. The mixture was stirred at 0° for five minutes, then a solution of 5.3 g (0.03 mole) of benzenesulfonyl chloride in 50 ml glyme was added dropwise. The mixture was stirred at 0° for one hour, then at room temperature overnight. The mixture was poured onto ice water and the crude solid product was collected and washed with w... The reactants are [O-]Cl, [K+], O=[Mn](=O)(=O)[O-], [NH4+], [Na+], [Na+], [OH-], [OH-], O, O=[N+]([O-])c1ccc2nc(S)sc2c1. The product is NS(=O)(=O)c1nc2ccc([N+](=O)[O-])cc2s1. RXN SMILES: [Cl:3][O-:4].[K+:26].[Mn:21]([O-:22])(=[O:23])(=[O:24])=[O:25].[NH4+:1].[Na+:5].[Na+:7].[OH-:2].[OH-:6].[OH2:27].[SH:8][c:9]1[s:10][c:11]2[c:12]([n:13]1)[cH:14][cH:15][c:16]([N+:18](=[O:19])[O-:20])[cH:17]2>>[NH2:1][S:8](=[O:2])(=[O:4])[c:9]1[s:10][c:11]2[c:12]([n:13]1)[cH:14][cH:15][c:16]([N+:18](=[O:19])[O-:20])[cH:17]2.